From a dataset of the Open Reaction Database (ORD), a public repository of structured organic reaction records. describe an organic reaction: reactants, conditions, products, and yield As a reaction SMILES: C([O:5][C:6](=[O:50])[C@@H:7]([NH:13][C:14]([O:16][CH2:17][C:18]([CH3:49])([CH3:48])[CH2:19][CH:20]1[CH2:22][CH:21]1[C:23]1[CH:24]=[C:25]2[C:30](=[CH:31][C:32]=1[O:33][CH3:34])[N:29]=[C:28]([O:35][CH2:36][CH3:37])[CH:27]=[C:26]2[O:38][C@H:39]1[CH2:43][NH:42][C@H:41]([C:44]([O:46][CH3:47])=[O:45])[CH2:40]1)=[O:15])[CH:8]1[CH2:12][CH2:11][CH2:10][CH2:9]1)(C)(C)C.[ClH:51]>O1CCOCC1>[ClH:51].[ClH:51].[CH:8]1([C@H:7]([NH:13][C:14]([O:16][CH2:17][C:18]([CH3:48])([CH3:49])[CH2:19][CH:20]2[CH2:22][CH:21]2[C:23]2[CH:24]=[C:25]3[C:30](=[CH:31][C:32]=2[O:33][CH3:34])[N:29]=[C:28]([O:35][CH2:36][CH3:37])[CH:27]=[C:26]3[O:38][C@@H:39]2[CH2:40][C@@H:41]([C:44]([O:46][CH3:47])=[O:45])[NH:42][CH2:43]2)=[O:15])[C:6]([OH:50])=[O:5])[CH2:9][CH2:10][CH2:11][CH2:12]1 |f:3.4.5|. The solvent is O1CCOCC1 (dioxane). Procedure: A solution of the product from Step 5 (25.2 g, 31.6 mmol) in 4.0 N HCl in dioxane (400 mL) was stirred for 6 hours. N2 was bubbled through the solution for 15 minutes, and the solvent was concentrated in vacuo to give 20.3 g of the title compound as a thick oil. LRMS ESI+ (M+H−2(HCl))+ 642.3, calcd for C34H48N3O9: 642.3. Starting materials: C(C)(C)(C)OC([C@H](C1CCCC1)NC(=O)OCC(CC1C(C1)C=1C=C2C(=CC(=NC2=CC1OC)OCC)O[C@@H]1C[C@H](NC1)C(=O)OC)(C)C)=O (Methyl (4R)-4-{[6-(2-{3-[({[(15)-2-t-butoxy-1-cyclopentyl-2-oxoethyl]amino}carbonyl)oxy]-2,2-dimethylpropyl}cyclopropyl)-2-ethoxy-7-methoxyquinolin-4-yl]oxy}-L-prolinate), Cl (HCl). Yields the product Cl.Cl.C1(CCCC1)[C@@H](C(=O)O)NC(=O)OCC(CC1C(C1)C=1C=C2C(=CC(=NC2=CC1OC)OCC)O[C@H]1CN[C@@H](C1)C(=O)OC)(C)C ((2S)-Cyclopentyl[({3-[2-(2-ethoxy-7-methoxy-4-{[(3R,5S)-5-(methoxycarbonyl)pyrrolidin-3-yl]oxy}quinolin-6-yl)cyclopropyl]-2,2-dimethylpropoxy}carbonyl)amino]acetic acid dihydrochloride). Reactants: COc1ccc(S(=O)(=O)Cl)cc1, CC(C)ON1C(=O)c2ccccc2C1=O, CCN(C(C)C)C(C)C, ClCCl, NN, C1CCOC1. The product is COc1ccc(S(=O)(=O)NOC(C)C)cc1. RXN SMILES: [CH3:18][O:19][c:20]1[cH:21][cH:22][c:23]([S:26](=[O:27])(=[O:28])[Cl:29])[cH:24][cH:25]1.[CH:1]([CH3:2])([CH3:3])[O:4][N:5]1[C:6](=[O:7])[c:8]2[c:9]([cH:10][cH:11][cH:12][cH:13]2)[C:14]1=[O:15].[CH:30]([N:31]([CH2:32][CH3:33])[CH:34]([CH3:35])[CH3:36])([CH3:37])[CH3:38].[Cl:44][CH2:45][Cl:46].[NH2:16][NH2:17].[O:39]1[CH2:40][CH2:41][CH2:42][CH2:43]1>>[CH:1]([CH3:2])([CH3:3])[O:4][NH:5][S:26]([c:23]1[cH:22][cH:21][c:20]([O:19][CH3:18])[cH:25][cH:24]1)(=[O:27])=[O:28]. Starting materials: CCOc1cc(C(C)(C)C)ncc1C1=NC(C)(c2ccc(Cl)cc2)C(C)(c2ccc(Cl)cc2)N1C(=O)N1CCN(CC(=O)Nc2cccnc2)CC1, CCI, [H-], [Na+]. Reaction SMILES: [C:1]([CH3:2])([CH3:3])([CH3:4])[c:5]1[cH:6][c:7]([O:50][CH2:51][CH3:52])[c:8]([C:11]2=[N:15][C:14]([CH3:16])([c:17]3[cH:18][cH:19][c:20]([Cl:23])[cH:21][cH:22]3)[C:13]([CH3:24])([c:25]3[cH:26][cH:27][c:28]([Cl:31])[cH:29][cH:30]3)[N:12]2[C:32](=[O:33])[N:34]2[CH2:35][CH2:36][N:37]([CH2:40][C:41](=[O:42])[NH:43][c:44]3[cH:45][n:46][cH:47][cH:48][cH:49]3)[CH2:38][CH2:39]2)[cH:9][n:10]1.[CH2:53]([CH3:54])[I:55].[H-:56].[Na+:57]>>[C:1]([CH3:2])([CH3:3])([CH3:4])[c:5]1[cH:6][c:7]([O:50][CH2:51][CH3:52])[c:8]([C:11]2=[N:15][C:14]([CH3:16])([c:17]3[cH:18][cH:19][c:20]([Cl:23])[cH:21][cH:22]3)[C:13]([CH3:24])([c:25]3[cH:26][cH:27][c:28]([Cl:31])[cH:29][cH:30]3)[N:12]2[C:32](=[O:33])[N:34]2[CH2:35][CH2:36][N:37]([CH2:40][C:41](=[O:42])[N:43]([c:44]3[cH:45][n:46][cH:47][cH:48][cH:49]3)[CH2:53][CH3:54])[CH2:38][CH2:39]2)[cH:9][n:10]1. The product is CCOc1cc(C(C)(C)C)ncc1C1=NC(C)(c2ccc(Cl)cc2)C(C)(c2ccc(Cl)cc2)N1C(=O)N1CCN(CC(=O)N(CC)c2cccnc2)CC1. The reactants are ICCCC(C(C(C(F)(F)F)(F)F)(F)F)(F)F (1-iodo-4,4,5,5,6,6,7,7,7-nonafluoroheptane), C(CC(=O)OCC)(=O)OCC (diethyl malonate), BrCCCCCCC=C (8-bromooct-1-ene). As a reaction SMILES: I[CH2:2][CH2:3][CH2:4][C:5]([F:17])([F:16])[C:6]([F:15])([F:14])[C:7]([F:13])([F:12])[C:8]([F:11])([F:10])[F:9].[C:18](OCC)(=O)[CH2:19][C:20]([O:22][CH2:23][CH3:24])=[O:21].Br[CH2:30][CH2:31][CH2:32][CH2:33][CH2:34][CH2:35][CH:36]=C>>[F:16][C:5]([F:17])([C:6]([F:15])([F:14])[C:7]([F:13])([F:12])[C:8]([F:11])([F:10])[F:9])[CH2:4][CH2:3][CH2:2][CH:19]([CH2:18][CH2:36][CH2:35][CH2:34][CH2:33][CH2:32][CH:31]=[CH2:30])[C:20]([O:22][CH2:23][CH3:24])=[O:21]. The product is FC(CCCC(C(=O)OCC)CCCCCCC=C)(C(C(C(F)(F)F)(F)F)(F)F)F (ethyl 2-(4,4,5,5,6,6,7,7,7-nonafluoroheptyl)-9-decenoate). Procedure details: Starting with the 1-iodo-4,4,5,5,6,6,7,7,7-nonafluoroheptane prepared in Example 1, diethyl malonate and 8-bromooct-1-ene, a procedure analogous to that as shown in Example 3, 4 or 5 was repeated to give ethyl 2-(4,4,5,5,6,6,7,7,7-nonafluoroheptyl)-9-decenoate. Run in C1CCOC1 (THF). The yield is 63.8%. Reaction SMILES: B1C2CCCC1CCC2.[F:10][C:11]([F:28])([F:27])[C:12]1[CH:17]=[CH:16][CH:15]=[C:14]([O:18][C:19]2[CH:24]=[CH:23][C:22]([CH:25]=[CH2:26])=[CH:21][CH:20]=2)[CH:13]=1.[OH-:29].[Na+].OO>C1COCC1>[F:10][C:11]([F:27])([F:28])[C:12]1[CH:13]=[C:14]([CH:15]=[CH:16][CH:17]=1)[O:18][C:19]1[CH:24]=[CH:23][C:22]([CH2:25][CH2:26][OH:29])=[CH:21][CH:20]=1 |f:2.3|. Starting materials: B1C2CCCC1CCC2 (9-BBN), FC(C1=CC(=CC=C1)OC1=CC=C(C=C1)C=C)(F)F (1-(trifluoromethyl)-3-(4-vinylphenoxy)benzene), [OH-].[Na+] (NaOH), OO (hydrogen peroxide). Reaction conditions: time 8 hour. Procedure: 9-BBN (277 mL, 139 mmol) was added to a solution of 1-(trifluoromethyl)-3-(4-vinylphenoxy)benzene (24.4 g, 92 mmol) in THF (200 mL) at 0° C., and the resulting reaction mixture was stirred at room temperature overnight. To the mixture was added 3M NaOH solution (140 mL) and 30% hydrogen peroxide (123 mL) slowly at 0° C., and the reaction mixture was stirred at 50° C. for 2 h. Purification via column chromatography then afforded the title compound as a colorless oil (17 g, 63.8% yield). LCMS: rt=... The product is FC(C=1C=C(OC2=CC=C(C=C2)CCO)C=CC1)(F)F (2-(4-(3-(Trifluoromethyl)phenoxy)phenyl)ethanol). Product: COC(=O)C(N)CC#Cc1ccc(OCc2ccccc2F)cn1. RXN SMILES: [CH3:1][C:2]([O:3][C:4](=[O:5])[NH:8][CH:9]([C:10](=[O:11])[O:12][CH3:13])[CH2:14][C:15]#[C:16][c:17]1[n:18][cH:19][c:20]([O:23][CH2:24][c:25]2[c:26]([F:31])[cH:27][cH:28][cH:29][cH:30]2)[cH:21][cH:22]1)([CH3:6])[CH3:7].[CH3:32][OH:33].[CH3:34][CH2:35][O:36][C:37](=[O:38])[CH3:39]>>[NH2:8][CH:9]([C:10](=[O:11])[O:12][CH3:13])[CH2:14][C:15]#[C:16][c:17]1[n:18][cH:19][c:20]([O:23][CH2:24][c:25]2[c:26]([F:31])[cH:27][cH:28][cH:29][cH:30]2)[cH:21][cH:22]1. Reactants: COC(=O)C(CC#Cc1ccc(OCc2ccccc2F)cn1)NC(=O)OC(C)(C)C, CO, CCOC(C)=O. Starting materials: CC(C)(C)CC(=O)Cl, ClCCl, NNC(=O)O, c1ccncc1. Product: CC(C)(C)CC(=O)NNC(=O)O. RXN SMILES: [C:12]([CH3:13])([CH3:14])([CH3:15])[CH2:16][C:17](=[O:18])[Cl:19].[Cl:20][CH2:21][Cl:22].[NH2:1][NH:2][C:3]([OH:4])=[O:5].[cH:6]1[cH:7][cH:8][n:9][cH:10][cH:11]1>>[NH:1]([NH:2][C:3]([OH:4])=[O:5])[C:17]([CH2:16][C:12]([CH3:13])([CH3:14])[CH3:15])=[O:18].